Dataset: the Open Reaction Database (ORD), a public repository of structured organic reaction records. Task: describe an organic reaction: reactants, conditions, products, and yield The reactants are BrCCOC(c1ccccc1)(c1ccccc1)c1ccccc1, CC(C)OP(=O)(CP(=O)(OC(C)C)OC(C)C)OC(C)C, Cc1ccccc1, CCOC(C)=O, [Cl-], [H-], [NH4+], [Na+]. Product: CC(C)OP(=O)(OC(C)C)C(CCOC(c1ccccc1)(c1ccccc1)c1ccccc1)P(=O)(OC(C)C)OC(C)C. Reaction SMILES: [Br:3][CH2:4][CH2:5][O:6][C:7]([c:8]1[cH:9][cH:10][cH:11][cH:12][cH:13]1)([c:14]1[cH:15][cH:16][cH:17][cH:18][cH:19]1)[c:20]1[cH:21][cH:22][cH:23][cH:24][cH:25]1.[CH2:26]([P:27]([O:28][CH:29]([CH3:30])[CH3:31])([O:32][CH:33]([CH3:34])[CH3:35])=[O:36])[P:37]([O:38][CH:39]([CH3:40])[CH3:41])([O:42][CH:43]([CH3:44])[CH3:45])=[O:46].[CH3:49][c:50]1[cH:51][cH:52][cH:53][cH:54][cH:55]1.[CH3:56][CH2:57][O:58][C:59](=[O:60])[CH3:61].[Cl-:47].[H-:1].[NH4+:48].[Na+:2]>>[CH2:4]([CH2:5][O:6][C:7]([c:8]1[cH:9][cH:10][cH:11][cH:12][cH:13]1)([c:14]1[cH:15][cH:16][cH:17][cH:18][cH:19]1)[c:20]1[cH:21][cH:22][cH:23][cH:24][cH:25]1)[CH:26]([P:27]([O:28][CH:29]([CH3:30])[CH3:31])([O:32][CH:33]([CH3:34])[CH3:35])=[O:36])[P:37]([O:38][CH:39]([CH3:40])[CH3:41])([O:42][CH:43]([CH3:44])[CH3:45])=[O:46]. Reactants: CC=1C(=C(C=CC1)C=1NC=CN1)[N+](=O)[O-] (2-(3-Methyl-2-nitrophenyl)-1H-imidazole). Reagents/catalysts: [OH-].[Pd+2].[OH-] (palladium hydroxide). Solvent: C(C)O (ethanol). Reaction conditions: time 0.45 hour. Yields the product N1C(=NC=C1)C1=C(C(=CC=C1)C)N (2-(1H-Imidazol-2-yl)-6-methylbenzenamine), solid. As a reaction SMILES: [CH3:1][C:2]1[C:3]([N+:13]([O-])=O)=[C:4]([C:8]2[NH:9][CH:10]=[CH:11][N:12]=2)[CH:5]=[CH:6][CH:7]=1>C(O)C.[OH-].[Pd+2].[OH-]>[NH:9]1[CH:10]=[CH:11][N:12]=[C:8]1[C:4]1[CH:5]=[CH:6][CH:7]=[C:2]([CH3:1])[C:3]=1[NH2:13] |f:2.3.4|. Procedure details: To a solution of the title compound of Step A (0.1 g, 0.49 mmol) in ethanol (20 mL) was added palladium hydroxide (20 wt % on carbon) (measured as the amount covering the tip of a small laboratory spatula). The flask was twice evacuated and flushed with nitrogen and then twice evacuated and flushed with hydrogen. The mixture was vigorously stirred under a balloon of hydrogen for 0.45 hour before being evacuated, exposed to air and filtered through a pad of Celite®. Concentration gave the title c... Starting materials: CC=1OC(=C(N1)CC(=O)OCC)C=1OC=CC1 (ethyl 2-[2-methyl-5-(2-furyl)-4-oxazolyl]acetate), CO (methanol), [OH-].[K+] (potassium hydroxide). The solvent is O (water). Yields the product CC=1OC(=C(N1)CC(=O)O)C=1OC=CC1 (2-[2-methyl-5-(2-furyl)-4-oxazolyl]acetic acid). The yield is 56.8%. As a reaction SMILES: [CH3:1][C:2]1[O:3][C:4]([C:13]2[O:14][CH:15]=[CH:16][CH:17]=2)=[C:5]([CH2:7][C:8]([O:10]CC)=[O:9])[N:6]=1.CO.[OH-].[K+]>O>[CH3:1][C:2]1[O:3][C:4]([C:13]2[O:14][CH:15]=[CH:16][CH:17]=2)=[C:5]([CH2:7][C:8]([OH:10])=[O:9])[N:6]=1 |f:2.3|. Procedure: 1.1 g of ethyl 2-[2-methyl-5-(2-furyl)-4-oxazolyl]acetate, 20 ml of methanol, 5 ml of water and 0.7 g of potassium hydroxide are treated in the same manner as described in Example 16. 0.55 g of 2-[2-methyl-5-(2-furyl)-4-oxazolyl]acetic acid is obtained. Yield: 56.5% Starting materials: C(C)[SiH](CC)CC (Triethylsilane), ClC1=CC=C(CN2C(C=CC(=C2)C(C2=CC(=CC=C2)OC)O)=O)C=C1 (1-(4-chlorobenzyl)-5-(hydroxy(3-methoxyphenyl)methyl)pyridin-2(1H)-one), CO (MeOH). Solvent: C(=O)(C(F)(F)F)O (TFA). Reaction conditions: time 1 hour. Product: COC=1C=C(CC=2C=CC(N(C2)CC2=CC=C(C=C2)Cl)=O)C=CC1 (5-(3-methoxybenzyl)-1-(4-chlorobenzyl)pyridin-2(1H)-one). Isolated yield 71.4%. As a reaction SMILES: C([SiH](CC)CC)C.[Cl:8][C:9]1[CH:32]=[CH:31][C:12]([CH2:13][N:14]2[CH:19]=[C:18]([CH:20](O)[C:21]3[CH:26]=[CH:25][CH:24]=[C:23]([O:27][CH3:28])[CH:22]=3)[CH:17]=[CH:16][C:15]2=[O:30])=[CH:11][CH:10]=1.CO>C(O)(C(F)(F)F)=O>[CH3:28][O:27][C:23]1[CH:22]=[C:21]([CH:26]=[CH:25][CH:24]=1)[CH2:20][C:18]1[CH:17]=[CH:16][C:15](=[O:30])[N:14]([CH2:13][C:12]2[CH:11]=[CH:10][C:9]([Cl:8])=[CH:32][CH:31]=2)[CH:19]=1. Reported procedure: According to Scheme 7 Method D: Triethylsilane (3 eq, 0.84 mmol, 0.10 g) was added to a solution of 1-(4-chlorobenzyl)-5-(hydroxy(3-methoxyphenyl)methyl)pyridin-2(1H)-one (1 eq, 0.28 mmol, 0.10 g, Example 41) in TFA (2 mL). The mixture was stirred 1 hour at room temperature. Upon completion, MeOH was added and the solution was evaporated. The crude residue was partitioned between water and CH2Cl2. The aqueous layer was extracted with CH2Cl2. The combined organic layers were successively washed w... The reactants are F[B-](F)(F)F, CC(C)(C)c1ccc(CNCCc2cc(F)cc(C(F)(F)F)c2)cc1, CCN(C(C)C)C(C)C, O=C(O)c1cc(Cl)cc2cc[nH]c12, CN(C)C=O, O, CN(C)C(On1nnc2ccccc21)=[N+](C)C. Yields the product CC(C)(C)c1ccc(CN(CCc2cc(F)cc(C(F)(F)F)c2)C(=O)c2cc(Cl)cc3cc[nH]c23)cc1. As a reaction SMILES: [B-:14]([F:15])([F:16])([F:17])[F:18].[C:45]([CH3:46])([CH3:47])([CH3:48])[c:49]1[cH:50][cH:51][c:52]([CH2:53][NH:54][CH2:55][CH2:56][c:57]2[cH:58][c:59]([F:67])[cH:60][c:61]([C:63]([F:64])([F:65])[F:66])[cH:62]2)[cH:68][cH:69]1.[CH:36]([N:37]([CH2:38][CH3:39])[CH:40]([CH3:41])[CH3:42])([CH3:43])[CH3:44].[Cl:1][c:2]1[cH:3][c:4]2[cH:5][cH:6][nH:7][c:8]2[c:9]([C:11](=[O:12])[OH:13])[cH:10]1.[O:70]=[CH:71][N:72]([CH3:73])[CH3:74].[OH2:75].[n:19]1([O:20][C:21]([N:22]([CH3:23])[CH3:24])=[N+:25]([CH3:26])[CH3:27])[c:28]2[cH:29][cH:30][cH:31][cH:32][c:33]2[n:34][n:35]1>>[Cl:1][c:2]1[cH:3][c:4]2[cH:5][cH:6][nH:7][c:8]2[c:9]([C:11](=[O:13])[N:54]([CH2:53][c:52]2[cH:51][cH:50][c:49]([C:45]([CH3:46])([CH3:47])[CH3:48])[cH:69][cH:68]2)[CH2:55][CH2:56][c:57]2[cH:58][c:59]([F:67])[cH:60][c:61]([C:63]([F:64])([F:65])[F:66])[cH:62]2)[cH:10]1.